The task is: describe an organic reaction: reactants, conditions, products, and yield. This data is from the Open Reaction Database (ORD), a public repository of structured organic reaction records. Reactants: [Cl-].[Al+3].[Cl-].[Cl-] (Aluminum chloride), ice water, C(CCCCCCC)C1=CC=CC=C1 (octyl-benzene), C(C)(=O)Cl (acetyl chloride). The solvent is ClC(C)Cl (dichloroethane). Conditions: time 8 hour. The product is C(CCCCCCC)C1=CC=C(C=C1)C(C)=O (4′-octylacetophenone). Reaction SMILES: [Cl-].[Al+3].[Cl-].[Cl-].[CH2:5]([C:13]1[CH:18]=[CH:17][CH:16]=[CH:15][CH:14]=1)[CH2:6][CH2:7][CH2:8][CH2:9][CH2:10][CH2:11][CH3:12].[C:19](Cl)(=[O:21])[CH3:20]>ClC(Cl)C>[CH2:5]([C:13]1[CH:14]=[CH:15][C:16]([C:19](=[O:21])[CH3:20])=[CH:17][CH:18]=1)[CH2:6][CH2:7][CH2:8][CH2:9][CH2:10][CH2:11][CH3:12] |f:0.1.2.3|. Procedure details: Aluminum chloride (22.6 g) is suspended in dichloroethane (500 ml) and octylbenzene (16) (21.5 g) is added at room temperature. To the mixture is added acetyl chloride (8.87 g) under ice-cooling. The mixture is stirred at room temperature overnight. The reaction mixture is poured into ice water and extracted with ether. The organic layer is washed with brine and dried over sodium sulfate. The solvent is evaporated to give 4′-octylacetophenone (18′) as a colorless oil. Reaction SMILES: [CH2:1]([O:3][C:4](=[O:24])[C:5]([O:21][CH2:22][CH3:23])=[CH:6][C:7]1[CH:12]=[CH:11][CH:10]=[C:9]([O:13][CH2:14][C:15]2[CH:20]=[CH:19][CH:18]=[CH:17][CH:16]=2)[CH:8]=1)C.COC(=O)C(OC)CC1C=CC=C(OCC2C=CC=CC=2)C=1>>[CH3:1][O:3][C:4](=[O:24])[CH:5]([O:21][CH2:22][CH3:23])[CH2:6][C:7]1[CH:12]=[CH:11][CH:10]=[C:9]([O:13][CH2:14][C:15]2[CH:20]=[CH:19][CH:18]=[CH:17][CH:16]=2)[CH:8]=1. Procedure: The title compound was prepared from 3-(3-benzyloxy-phenyl)-2-ethoxy-acrylic acid ethyl ester Example 378, Step 2) via the same procedure used for the preparation of 3-(3-benzyloxy-phenyl)-2-methoxy-propionic acid methyl ester (Example 291, Step 3) to afford the title compound as a colorless oil. Product: COC(C(CC1=CC(=CC=C1)OCC1=CC=CC=C1)OCC)=O (3-(3-benzyloxy-phenyl)-2-ethoxy-propionic acid methyl ester). Starting materials: C(C)OC(C(=CC1=CC(=CC=C1)OCC1=CC=CC=C1)OCC)=O (3-(3-benzyloxy-phenyl)-2-ethoxy-acrylic acid ethyl ester), COC(C(CC1=CC(=CC=C1)OCC1=CC=CC=C1)OC)=O (3-(3-benzyloxy-phenyl)-2-methoxy-propionic acid methyl ester). The reactants are C(C1=CC=CC=C1)N1C[C@H]([C@@H](C1)N(S(=O)(=O)C1=CC=C(C=C1)[N+](=O)[O-])CCC(C)C)NCCNC([C@@H](NC(=O)OC)C(C1=CC=CC=C1)C1=CC=CC=C1)=O (N-(2-{[(3R,4R)-1-Benzyl-4-{(3-methylbutyl)[(4-nitrophenyl)sulfonyl]amino}pyrrolidin-3-yl]amino}ethyl)-Nα-(methoxycarbonyl)-β-phenyl-L-phenylalaninamide), [BH3-]C#N.[Na+] (NaBH3CN). Run in CC#N.CC(=O)O (MeCN AcOH), C=O (formaldehyde). Run at time 3 hour. Product: C(C1=CC=CC=C1)N1C[C@H]([C@@H](C1)N(S(=O)(=O)C1=CC=C(C=C1)[N+](=O)[O-])CCC(C)C)N(CCNC([C@@H](NC(=O)OC)C(C1=CC=CC=C1)C1=CC=CC=C1)=O)C (N-(2-{[(3R,4R)-1-Benzyl-4-{(3-methylbutyl)[(4-nitrophenyl)sulfonyl]amino}pyrrolidin-3-yl](methyl)amino}ethyl)-Nα-(methoxycarbonyl)-β-phenyl-L-phenylalaninamide). Reaction SMILES: [CH2:1]([N:8]1[CH2:12][C@@H:11]([N:13]([CH2:26][CH2:27][CH:28]([CH3:30])[CH3:29])[S:14]([C:17]2[CH:22]=[CH:21][C:20]([N+:23]([O-:25])=[O:24])=[CH:19][CH:18]=2)(=[O:16])=[O:15])[C@H:10]([NH:31][CH2:32][CH2:33][NH:34][C:35](=[O:55])[C@H:36]([CH:42]([C:49]2[CH:54]=[CH:53][CH:52]=[CH:51][CH:50]=2)[C:43]2[CH:48]=[CH:47][CH:46]=[CH:45][CH:44]=2)[NH:37][C:38]([O:40][CH3:41])=[O:39])[CH2:9]1)[C:2]1[CH:7]=[CH:6][CH:5]=[CH:4][CH:3]=1.[BH3-][C:57]#N.[Na+]>CC#N.CC(O)=O.C=O>[CH2:1]([N:8]1[CH2:12][C@@H:11]([N:13]([CH2:26][CH2:27][CH:28]([CH3:29])[CH3:30])[S:14]([C:17]2[CH:22]=[CH:21][C:20]([N+:23]([O-:25])=[O:24])=[CH:19][CH:18]=2)(=[O:15])=[O:16])[C@H:10]([N:31]([CH3:57])[CH2:32][CH2:33][NH:34][C:35](=[O:55])[C@H:36]([CH:42]([C:49]2[CH:50]=[CH:51][CH:52]=[CH:53][CH:54]=2)[C:43]2[CH:48]=[CH:47][CH:46]=[CH:45][CH:44]=2)[NH:37][C:38]([O:40][CH3:41])=[O:39])[CH2:9]1)[C:2]1[CH:7]=[CH:6][CH:5]=[CH:4][CH:3]=1 |f:1.2,3.4|. Procedure details: A mixture of N-(2-{[(3R,4R)-1-benzyl-4-{(3-methylbutyl)[(4-nitrophenyl)sulfonyl]amino}pyrrolidin-3-yl]amino}ethyl)-Nα-(methoxycarbonyl)-β-phenyl-L-phenylalaninamide (see Example 1, Step 12) (200 mg, 0.259 mmol) was dissolved in 20:1 MeCN—AcOH (3.5 mL) and 37% aqueous formaldehyde was added (0.68 mL) following by addition of NaBH3CN (49 mg, 0.78 mmol). The mixture was stirred at ambient temperature for 3 hours and quenched with water (50 mL). The mixture was extracted with CHCl3, the combined org... Reactants: O=N[O-], Nc1ccc(C(=O)O)c([N+](=O)[O-])c1, [Na+], O, O=S(=O)(O)O. Product: O=C(O)c1ccc(O)cc1[N+](=O)[O-]. RXN SMILES: [N:19]([O-:20])=[O:21].[NH2:1][c:2]1[cH:3][c:4]([N+:11](=[O:12])[O-:13])[c:5]([C:6](=[O:7])[OH:8])[cH:9][cH:10]1.[Na+:22].[OH2:23].[S:14]([OH:15])(=[O:16])(=[O:17])[OH:18]>>[c:2]1([OH:15])[cH:3][c:4]([N+:11](=[O:12])[O-:13])[c:5]([C:6](=[O:7])[OH:8])[cH:9][cH:10]1. The product is CSc1ccc(-c2cnn(-c3cccc(Cl)c3)c(=O)c2N(C)Cc2ccccc2)cc1. Reaction SMILES: [CH3:10][CH2:11][CH2:12][CH2:13][Li:14].[CH3:1][NH:2][CH2:3][c:4]1[cH:5][cH:6][cH:7][cH:8][cH:9]1.[Cl:15][c:16]1[cH:17][c:18](-[n:22]2[n:23][cH:24][c:25](-[c:31]3[cH:32][cH:33][c:34]([S:37][CH3:38])[cH:35][cH:36]3)[c:26]([O:29][CH3:30])[c:27]2=[O:28])[cH:19][cH:20][cH:21]1.[O:39]1[CH2:40][CH2:41][CH2:42][CH2:43]1>>[CH3:1][N:2]([CH2:3][c:4]1[cH:5][cH:6][cH:7][cH:8][cH:9]1)[c:26]1[c:25](-[c:31]2[cH:32][cH:33][c:34]([S:37][CH3:38])[cH:35][cH:36]2)[cH:24][n:23][n:22](-[c:18]2[cH:17][c:16]([Cl:15])[cH:21][cH:20][cH:19]2)[c:27]1=[O:28]. Reactants: [Li]CCCC, CNCc1ccccc1, COc1c(-c2ccc(SC)cc2)cnn(-c2cccc(Cl)c2)c1=O, C1CCOC1. The reactants are C1CCOC1, CO, CCOC(=O)c1cn2c(-c3ccc(Cl)cc3Cl)c(C(=O)OC(C)(C)C)c(C)nc2n1, [Li+], [OH-], O, O. Yields the product Cc1nc2nc(C(=O)O)cn2c(-c2ccc(Cl)cc2Cl)c1C(=O)OC(C)(C)C. Reaction SMILES: [CH2:34]1[O:35][CH2:36][CH2:37][CH2:38]1.[CH3:39][OH:40].[Cl:1][c:2]1[c:3](-[c:9]2[c:10]([C:24](=[O:25])[O:26][C:27]([CH3:28])([CH3:29])[CH3:30])[c:11]([CH3:23])[n:12][c:13]3[n:14]2[cH:15][c:16]([C:18](=[O:19])[O:20][CH2:21][CH3:22])[n:17]3)[cH:4][cH:5][c:6]([Cl:8])[cH:7]1.[Li+:32].[OH-:31].[OH2:33].[OH2:41]>>[Cl:1][c:2]1[c:3](-[c:9]2[c:10]([C:24](=[O:25])[O:26][C:27]([CH3:28])([CH3:29])[CH3:30])[c:11]([CH3:23])[n:12][c:13]3[n:14]2[cH:15][c:16]([C:18](=[O:19])[OH:20])[n:17]3)[cH:4][cH:5][c:6]([Cl:8])[cH:7]1. The reactants are C(C=C)Br (allyl bromide), amine, 1L, C1NCCC2=CC=CC=C12 (1,2,3,4-tetrahydroisoquinoline), ice. Procedure details: To a 1L 3-necked round-bottomed flask, was added 100.0 g of 1,2,3,4-tetrahydroisoquinoline dissolved in 150 mL diethyl ether. The reaction mixture was cooled to 5° C. with an ice. While stirring, 45.4 g of allyl bromide in 60 mL diethyl ether was added slowly to the amine solution. After addition was complete, the reaction mixture was allowed to stir at room temperature for 18 hours. The reaction mixture was diluted with 300 mL diethyl ether, and the white precipitate was removed by filtration. ... Reaction SMILES: [CH2:1]1[C:10]2[C:5](=[CH:6][CH:7]=[CH:8][CH:9]=2)[CH2:4][CH2:3][NH:2]1.[CH2:11](Br)[CH:12]=[CH2:13]>C(OCC)C>[CH2:13]([N:2]1[CH2:3][CH2:4][C:5]2[C:10](=[CH:9][CH:8]=[CH:7][CH:6]=2)[CH2:1]1)[CH:12]=[CH2:11]. Solvent: C(C)OCC (diethyl ether), C(C)OCC (diethyl ether), C(C)OCC (diethyl ether). Isolated yield 98.4%. Product: C(C=C)N1CC2=CC=CC=C2CC1 (N-allyl 1,2,3,4-tetrahydroisoquinoline).